describe an organic reaction: reactants, conditions, products, and yield From a dataset of the Open Reaction Database (ORD), a public repository of structured organic reaction records. Reaction SMILES: [CH3:1][O:2][C:3]1[CH:4]=[CH:5][C:6]([C:10]2[CH:19]=[CH:18][C:17]3[C:12](=[CH:13][CH:14]=[C:15]([O:20][CH3:21])[CH:16]=3)[CH:11]=2)=[C:7](N)[CH:8]=1.F[B-](F)(F)F.[H+].N(O[CH2:31][CH2:32][CH:33]([CH3:35])C)=O.[CH2:36]([O:38][CH2:39][CH3:40])[CH3:37]>O1CCCC1>[CH2:36]([O:38][C:39]1[CH:31]=[C:32]([C:7]2[CH:8]=[C:3]([O:2][CH3:1])[CH:4]=[CH:5][C:6]=2[C:10]2[CH:19]=[CH:18][C:17]3[C:12](=[CH:13][CH:14]=[C:15]([O:20][CH3:21])[CH:16]=3)[CH:11]=2)[CH:33]=[CH:35][CH:40]=1)[C:37]1[CH:5]=[CH:4][CH:3]=[CH:8][CH:7]=1 |f:1.2|. The solvent is O1CCCC1 (tetrahydrofuran). Procedure: The title compound was synthesized by referring to Tetrahedron Lett., 1996, 37, 3857. To a solution of 5-methoxy-2-(6-methoxynaphthalen-2-yl)phenyl amine (340 mg) in tetrahydrofuran (8 ml) was added tetrafluoroboric acid (42% aqueous solution) (0.22 ml) under a nitrogen atmosphere, the solution was cooled at −40° C., isoamyl nitrite (2.4 ml) was then added dropwise thereto followed by stirring for 2 hours at −40° C. Diethyl ether (20 ml) was added thereto and the solid that was precipitated was ... Product: C(C1=CC=CC=C1)OC=1C=C(C=CC1)C1=C(C=CC(=C1)OC)C1=CC2=CC=C(C=C2C=C1)OC (2-(3′-Benzyloxy-5-methoxybiphenyl-2-yl)-6-methoxynaphthalene). The reactants are COC=1C=CC(=C(C1)N)C1=CC2=CC=C(C=C2C=C1)OC (5-methoxy-2-(6-methoxynaphthalen-2-yl)phenyl amine), F[B-](F)(F)F.[H+] (tetrafluoroboric acid), C(C)OCC (Diethyl ether), N(=O)OCCC(C)C (isoamyl nitrite). Reaction conditions: temperature -40 celsius, time 2 hour. Reactants: OCC#Cc1ccc(-c2ncccn2)cc1, OCC#Cc1cc(-c2ccccn2)no1. The product is O=CC#Cc1cc(-c2ccccn2)no1. RXN SMILES: [n:16]1[cH:17][cH:18][cH:19][n:20][c:21]1-[c:22]1[cH:23][cH:24][c:25]([C:26]#[C:27][CH2:28][OH:29])[cH:30][cH:31]1.[n:1]1[c:2](-[c:7]2[n:8][o:9][c:10]([C:12]#[C:13][CH2:14][OH:15])[cH:11]2)[cH:3][cH:4][cH:5][cH:6]1>>[n:1]1[c:2](-[c:7]2[n:8][o:9][c:10]([C:12]#[C:13][CH:14]=[O:15])[cH:11]2)[cH:3][cH:4][cH:5][cH:6]1. Reactants: O=C1Cc2ccc(Br)cc2C(=O)O1, Cc1ccccc1, CC(=O)O, CCOC(C)=O, Cc1ccc(C(=O)NC2CC2)cc1N. The product is Cc1ccc(C(=O)NC2CC2)cc1N1C(=O)Cc2ccc(Br)cc2C1=O. As a reaction SMILES: [Br:1][c:2]1[cH:3][cH:4][c:5]2[c:10]([cH:11]1)[C:9](=[O:12])[O:8][C:7](=[O:13])[CH2:6]2.[CH3:28][c:29]1[cH:30][cH:31][cH:32][cH:33][cH:34]1.[CH3:35][C:36](=[O:37])[OH:38].[CH3:39][CH2:40][O:41][C:42](=[O:43])[CH3:44].[NH2:14][c:15]1[cH:16][c:17]([C:18](=[O:19])[NH:20][CH:21]2[CH2:22][CH2:23]2)[cH:24][cH:25][c:26]1[CH3:27]>>[Br:1][c:2]1[cH:3][cH:4][c:5]2[c:10]([cH:11]1)[C:9](=[O:12])[N:14]([c:15]1[cH:16][c:17]([C:18](=[O:19])[NH:20][CH:21]3[CH2:22][CH2:23]3)[cH:24][cH:25][c:26]1[CH3:27])[C:7](=[O:13])[CH2:6]2.